Dataset: the Open Reaction Database (ORD), a public repository of structured organic reaction records. Task: describe an organic reaction: reactants, conditions, products, and yield The reactants are B(O)OBO (diboronic acid), 2,2-dimcthylporpane-1,3-diol, C1(=CC=CC=C1)C (toluene), C1(=CC=CC=C1)C (toluene). Product: C12CC3CC(CC(C1)C3)C2.B1OC(C(C(C2=CC=CC=C2)OBO1)(C)C)C1=CC=CC=C1 (adamantane 1,3-diphenyl-2,2-dimethyltrimethylene diboronate). As a reaction SMILES: [BH:1]([O:3][BH:4][OH:5])[OH:2].[C:6]1([CH3:12])[CH:11]=[CH:10][CH:9]=[CH:8][CH:7]=1>>[CH:6]12[CH2:12][CH:6]3[CH2:11][CH:10]([CH2:9][CH:8]([CH2:7]3)[CH2:7]1)[CH2:11]2.[BH:1]1[O:3][BH:4][O:5][CH:12]([C:6]2[CH:11]=[CH:10][CH:9]=[CH:8][CH:7]=2)[C:9]([CH3:10])([CH3:8])[CH:12]([C:6]2[CH:11]=[CH:10][CH:9]=[CH:8][CH:7]=2)[O:2]1 |f:2.3|. Reported procedure: The above crude diboronic acid and 2,2-dimcthylporpane-1,3-diol (neopentyl glycol) (10.4 g, 0.1 mol) were dissolved in 300 mL of toluene and heated under vigorous reflux with a Dean-Stark trap overnight. After the completion of the reaction, toluene was evaporated and the crude product was recrystallized from toluene to give 7.10 g of product as white solid. 1H NMR (CDCl3) δ (ppm): 1.00 (s, 12H, CH3), 1.78 (s, 2H), 1.96 (s, 8H), 2.05 (s,2H) 2.30 (s, 2H), 3.74 (s, 4H, CH2), 7.37 (d, J=8.1 Hz, 4H,... Starting materials: Cc1c(NC(c2nnc(-c3ccc(O)c(Cl)c3)o2)C(C)O[Si](C)(C)C(C)(C)C)ccc(C#N)c1Cl, CCCC[N+](CCCC)(CCCC)CCCC, C1CCOC1, [F-]. Product: Cc1c(NC(c2nnc(-c3ccc(O)c(Cl)c3)o2)C(C)O)ccc(C#N)c1Cl. As a reaction SMILES: [C:1]([Si:2]([CH3:3])([CH3:4])[O:6][CH:7]([CH:8]([c:9]1[o:10][c:11](-[c:14]2[cH:15][c:16]([Cl:21])[c:17]([OH:20])[cH:18][cH:19]2)[n:12][n:13]1)[NH:22][c:23]1[c:24]([CH3:32])[c:25]([Cl:31])[c:26]([C:27]#[N:28])[cH:29][cH:30]1)[CH3:33])([CH3:5])([CH3:34])[CH3:35].[CH2:37]([N+:38]([CH2:39][CH2:40][CH2:41][CH3:42])([CH2:43][CH2:44][CH2:45][CH3:46])[CH2:47][CH2:48][CH2:49][CH3:50])[CH2:51][CH2:52][CH3:53].[CH2:54]1[O:55][CH2:56][CH2:57][CH2:58]1.[F-:36]>>[OH:6][CH:7]([CH:8]([c:9]1[o:10][c:11](-[c:14]2[cH:15][c:16]([Cl:21])[c:17]([OH:20])[cH:18][cH:19]2)[n:12][n:13]1)[NH:22][c:23]1[c:24]([CH3:32])[c:25]([Cl:31])[c:26]([C:27]#[N:28])[cH:29][cH:30]1)[CH3:33]. Yields the product ClC1=NC(=C2N(C=NC2=N1)C)Cl (2,6-dichloro-7-methylpurine), ClC1=NC(=C2N=CN(C2=N1)C)Cl (2,6-dichloro-9-methylpurine). Reported procedure: In a manner similar to Preparation A, 9.52 g of 2,6-dichloropurine, 7.65 g of potassium carbonate and 7.86 g of methyl iodide in 65 ml of dimethylsulfoxide gave 1.54 g of 2,6-dichloro-7-methylpurine and 4.7 g of 2,6-dichloro-9-methylpurine. Reaction SMILES: [Cl:1][C:2]1[N:10]=[C:9]2[C:5]([NH:6][CH:7]=[N:8]2)=[C:4]([Cl:11])[N:3]=1.[C:12](=O)([O-])[O-].[K+].[K+].[CH3:18]I>CS(C)=O>[Cl:1][C:2]1[N:10]=[C:9]2[C:5]([N:6]([CH3:12])[CH:7]=[N:8]2)=[C:4]([Cl:11])[N:3]=1.[Cl:1][C:2]1[N:10]=[C:9]2[C:5]([N:6]=[CH:7][N:8]2[CH3:18])=[C:4]([Cl:11])[N:3]=1 |f:1.2.3|. Starting materials: ClC1=NC(=C2NC=NC2=N1)Cl (2,6-dichloropurine), C([O-])([O-])=O.[K+].[K+] (potassium carbonate), CI (methyl iodide). Run in CS(=O)C (dimethylsulfoxide). Starting materials: [Na+], C1CCOC1, CCOC(=O)Cc1nc(N2CCOCC2)cc(=O)[nH]1, [OH-]. Yields the product [Na+], O=C([O-])Cc1nc(N2CCOCC2)cc(=O)[nH]1. As a reaction SMILES: [Na+:2].[O:22]1[CH2:23][CH2:24][CH2:25][CH2:26]1.[O:3]1[CH2:4][CH2:5][N:6]([c:9]2[n:10][c:11]([CH2:16][C:17](=[O:18])[O:19][CH2:20][CH3:21])[nH:12][c:13](=[O:15])[cH:14]2)[CH2:7][CH2:8]1.[OH-:1]>>[Na+:2].[O:3]1[CH2:4][CH2:5][N:6]([c:9]2[n:10][c:11]([CH2:16][C:17](=[O:18])[O-:19])[nH:12][c:13](=[O:15])[cH:14]2)[CH2:7][CH2:8]1. Product: COc1ccc(NC(=S)N2CCC(O)C2)cn1. Reactants: COc1ccc(N=C=S)cn1, OC1CCNC1. Reaction SMILES: [N:7](=[C:8]=[S:9])[c:10]1[cH:11][cH:12][c:13]([O:16][CH3:17])[n:14][cH:15]1.[OH:1][CH:2]1[CH2:3][NH:4][CH2:5][CH2:6]1>>[OH:1][CH:2]1[CH2:3][N:4]([C:8]([NH:7][c:10]2[cH:11][cH:12][c:13]([O:16][CH3:17])[n:14][cH:15]2)=[S:9])[CH2:5][CH2:6]1. Procedure details: To a solution of 7.9 g 1-chloro-4-(2,3,4,6-tetra-O-acetyl-β-D-glucopyranos-1-yl)-2-(4-acetoxy-benzyl)-benzene in 150 mL methanol is added 25 mL 4 M aqueous potassium hydroxide solution. The solution is stirred at room temperature for 1 h and then adjusted to pH 5 with 4 M hydrochloric acid. Most of the methanol is evaporated and the remaining solution is extracted with ethyl acetate. The combined extracts are dried over sodium sulfate and the solvent is removed in vacuo. Reactants: ClC1=C(C=C(C=C1)[C@]1(O)[C@H](OC(C)=O)[C@@H](OC(C)=O)[C@H](OC(C)=O)[C@H](O1)COC(C)=O)CC1=CC=C(C=C1)OC(C)=O (1-chloro-4-(2,3,4,6-tetra-O-acetyl-β-D-glucopyranos-1-yl)-2-(4-acetoxy-benzyl)-benzene), [OH-].[K+] (potassium hydroxide), Cl (hydrochloric acid). Reaction conditions: time 1 hour. As a reaction SMILES: [Cl:1][C:2]1[CH:7]=[CH:6][C:5]([C@:8]2([O:26][C@H:25]([CH2:27][O:28]C(=O)C)[C@@H:20]([O:21]C(=O)C)[C@H:15]([O:16]C(=O)C)[C@H:10]2[O:11]C(=O)C)[OH:9])=[CH:4][C:3]=1[CH2:32][C:33]1[CH:38]=[CH:37][C:36]([O:39]C(=O)C)=[CH:35][CH:34]=1.[OH-].[K+].Cl>CO>[Cl:1][C:2]1[CH:7]=[CH:6][C:5]([C@:8]2([O:26][C@H:25]([CH2:27][OH:28])[C@@H:20]([OH:21])[C@H:15]([OH:16])[C@H:10]2[OH:11])[OH:9])=[CH:4][C:3]=1[CH2:32][C:33]1[CH:34]=[CH:35][C:36]([OH:39])=[CH:37][CH:38]=1 |f:1.2|. The solvent is CO (methanol). Yields the product ClC1=C(C=C(C=C1)[C@]1(O)[C@H](O)[C@@H](O)[C@H](O)[C@H](O1)CO)CC1=CC=C(C=C1)O (1-Chloro-4-(β-D-glucopyranos-1-yl)-2-(4-hydroxybenzyl)-benzene). The reactants are hydrobromide salt, BrBr (Bromine), FC=1C=C(C=CC1S(=O)(=O)C)C1=C(N=C(S1)NC1=NNC=C1)C ([5-(3-Fluoro-4-methanesulfonyl-phenyl)-4-methyl-thiazol-2-yl]-(1H-pyrazol-3-yl)-amine). The solvent is C(Cl)(Cl)Cl (chloroform), C(Cl)(Cl)Cl (chloroform), CO (methanol). Yields the product BrC=1C(=NNC1)NC=1SC(=C(N1)C)C1=CC(=C(C=C1)S(=O)(=O)C)F ((4-Bromo-1H-pyrazol-3-yl)-[5-(3-fluoro-4-methanesulfonyl-phenyl)-4-methyl-thiazol-2-yl]-amine). Reaction SMILES: [Br:1]Br.[F:3][C:4]1[CH:5]=[C:6]([C:14]2[S:18][C:17]([NH:19][C:20]3[CH:24]=[CH:23][NH:22][N:21]=3)=[N:16][C:15]=2[CH3:25])[CH:7]=[CH:8][C:9]=1[S:10]([CH3:13])(=[O:12])=[O:11]>C(Cl)(Cl)Cl.CO>[Br:1][C:24]1[C:20]([NH:19][C:17]2[S:18][C:14]([C:6]3[CH:7]=[CH:8][C:9]([S:10]([CH3:13])(=[O:12])=[O:11])=[C:4]([F:3])[CH:5]=3)=[C:15]([CH3:25])[N:16]=2)=[N:21][NH:22][CH:23]=1. Procedure: Bromine (0.012 ml, 0.23 mmol) in chloroform (0.5 ml) is added dropwise to a stirred solution of [5-(3-Fluoro-4-methanesulfonyl-phenyl)-4-methyl-thiazol-2-yl]-(1H-pyrazol-3-yl)-amine (69) (0.10 g, 0.23 mmol) in chloroform (1 ml) and methanol (2 ml). After stirring at room temperature for 1 hour the hydrobromide salt of the titled compound precipitates. This is removed by filtration and washed with ether. As a reaction SMILES: [NH2:1][C:2]1[CH:3]=[N:4][CH:5]=[CH:6][CH:7]=1.Cl[C:9](OC1C=CC([N+]([O-])=O)=CC=1)=[O:10].C(N(C(C)C)CC)(C)C.[Cl:30][C:31]1[CH:40]=[C:39]2[C:34]([C:35]([N:41]3[CH2:46][CH2:45][NH:44][CH2:43][CH2:42]3)=[CH:36][CH:37]=[N:38]2)=[CH:33][CH:32]=1>C(Cl)Cl.CO>[Cl:30][C:31]1[CH:40]=[C:39]2[C:34]([C:35]([N:41]3[CH2:46][CH2:45][N:44]([C:9]([NH:1][C:2]4[CH:3]=[N:4][CH:5]=[CH:6][CH:7]=4)=[O:10])[CH2:43][CH2:42]3)=[CH:36][CH:37]=[N:38]2)=[CH:33][CH:32]=1 |f:4.5|. Reported procedure: As described for example 78, 3-aminopyridine (114 mg, 1.21 mmol), 4-nitrophenyl chloroformate (244 mg, 1.21 mmol), diisopropyl(ethyl)amine (650 mg, 5.05 mmol), and 7-chloro-4-(piperazin-1-yl)quinoline (250 mg, 1.01 mmol) are reacted affording the title product after flash chromatography with CH2Cl2-MeOH. Run in C(Cl)Cl.CO (CH2Cl2 MeOH). The reactants are NC=1C=NC=CC1 (3-aminopyridine), ClC1=CC=C2C(=CC=NC2=C1)N1CCNCC1 (7-chloro-4-(piperazin-1-yl)quinoline), ClC(=O)OC1=CC=C(C=C1)[N+](=O)[O-] (4-nitrophenyl chloroformate), C(C)(C)N(CC)C(C)C (diisopropyl(ethyl)amine). The product is ClC1=CC=C2C(=CC=NC2=C1)N1CCN(CC1)C(=O)NC=1C=NC=CC1 (7-Chloro-4-[4-(3-pyridinylaminocarbonyl)piperazin-1-yl]quinoline). Starting materials: ClC1=NC(=CC2=C1N(C=N2)C[C@@H]2CC[C@H](CC2)C)Cl (4,6-dichloro-3-[(trans-4-methylcyclohexyl)methyl]-3H-imidazo[4,5-c]pyridine), ClC=1C=C(C=NC1)B(O)O (5-chloropyridine-3-boronic acid), C([O-])([O-])=O.[Cs+].[Cs+] (cesium carbonate). Reagents/catalysts: [Pd](Cl)Cl.C1(=CC=CC=C1)P([C-]1C=CC=C1)C1=CC=CC=C1.[C-]1(C=CC=C1)P(C1=CC=CC=C1)C1=CC=CC=C1.[Fe+2] (1,1′-Bis(diphenylphosphino)ferrocene-palladium(II)dichloride). Run at temperature 90 celsius. Product: ClC1=CC2=C(C(=N1)C=1C=NC=C(C1)Cl)N(C=N2)C[C@@H]2CC[C@H](CC2)C (6-chloro-4-(5-chloropyridin-3-yl)-3-[(trans-4-methylcyclohexyl)methyl]-3H-imidazo[4,5-c]pyridine). As a reaction SMILES: Cl[C:2]1[C:7]2[N:8]([CH2:11][C@H:12]3[CH2:17][CH2:16][C@H:15]([CH3:18])[CH2:14][CH2:13]3)[CH:9]=[N:10][C:6]=2[CH:5]=[C:4]([Cl:19])[N:3]=1.[Cl:20][C:21]1[CH:22]=[C:23](B(O)O)[CH:24]=[N:25][CH:26]=1.C(=O)([O-])[O-].[Cs+].[Cs+]>[Pd](Cl)Cl.C1(P(C2C=CC=CC=2)[C-]2C=CC=C2)C=CC=CC=1.[C-]1(P(C2C=CC=CC=2)C2C=CC=CC=2)C=CC=C1.[Fe+2]>[Cl:19][C:4]1[N:3]=[C:2]([C:23]2[CH:24]=[N:25][CH:26]=[C:21]([Cl:20])[CH:22]=2)[C:7]2[N:8]([CH2:11][C@H:12]3[CH2:17][CH2:16][C@H:15]([CH3:18])[CH2:14][CH2:13]3)[CH:9]=[N:10][C:6]=2[CH:5]=1 |f:2.3.4,5.6.7.8|. Reported procedure: 4,6-dichloro-3-[(trans-4-methylcyclohexyl)methyl]-3H-imidazo[4,5-c]pyridine (6.8 g, 22.8 mmol), 5-chloropyridine-3-boronic acid (3.95 g, 25.1 mmol), cesium carbonate (22.3 g, 68.4 mmol), and 1,1′-Bis(diphenylphosphino)ferrocene-palladium(II)dichloride (1.67 g, 2.28 mmol) were combined in a vial that had been oven-dried and flushed with nitrogen. Dioxane (73 mL) and water (18 mL) were added, and the vial was sealed and heated to 90° C. for 3 hours. The reaction mixture was cooled to room temperat... Reactants: N#Cc1cccc(NC(C(=O)O)c2ccccc2)c1, CN1CCOCC1, CCN=C=NCCCN(C)C, Cl, Nc1ccc(N2CCOCC2)cc1, CN(C)C=O, O, O, Oc1cccc2[nH]nnc12. Product: N#Cc1cccc(NC(C(=O)Nc2ccc(N3CCOCC3)cc2)c2ccccc2)c1. Reaction SMILES: [C:8](#[N:9])[c:10]1[cH:11][c:12]([NH:16][CH:17]([C:18](=[O:19])[OH:20])[c:21]2[cH:22][cH:23][cH:24][cH:25][cH:26]2)[cH:13][cH:14][cH:15]1.[CH3:1][N:2]1[CH2:3][CH2:4][O:5][CH2:6][CH2:7]1.[CH3:41][N:42]([CH3:43])[CH2:44][CH2:45][CH2:46][N:47]=[C:48]=[N:49][CH2:50][CH3:51].[ClH:40].[O:27]1[CH2:28][CH2:29][N:30]([c:33]2[cH:34][cH:35][c:36]([NH2:37])[cH:38][cH:39]2)[CH2:31][CH2:32]1.[O:63]=[CH:64][N:65]([CH3:66])[CH3:67].[OH2:52].[OH2:68].[OH:53][c:54]1[c:55]2[n:56][n:57][nH:58][c:59]2[cH:60][cH:61][cH:62]1>>[C:8](#[N:9])[c:10]1[cH:11][c:12]([NH:16][CH:17]([C:18](=[O:20])[NH:37][c:36]2[cH:35][cH:34][c:33]([N:30]3[CH2:29][CH2:28][O:27][CH2:32][CH2:31]3)[cH:39][cH:38]2)[c:21]2[cH:22][cH:23][cH:24][cH:25][cH:26]2)[cH:13][cH:14][cH:15]1.